From a dataset of the Open Reaction Database (ORD), a public repository of structured organic reaction records. describe an organic reaction: reactants, conditions, products, and yield RXN SMILES: [Cl:1]C(OC(Cl)C)=O.C([N:15]1[CH2:20][CH2:19][CH2:18][C:17](=[CH:21][C:22]2[CH:27]=[CH:26][C:25]([C:28]#[N:29])=[CH:24][CH:23]=2)[CH2:16]1)C1C=CC=CC=1>C(Cl)Cl>[ClH:1].[C:28]([C:25]1[CH:24]=[CH:23][C:22]([CH:21]=[C:17]2[CH2:18][CH2:19][CH2:20][NH:15][CH2:16]2)=[CH:27][CH:26]=1)#[N:29] |f:3.4|. Reactants: ClC(=O)OC(C)Cl (1-chloroethyl chloroformate), C(C1=CC=CC=C1)N1CC(CCC1)=CC1=CC=C(C=C1)C#N (1-benzyl-3-(4-cyanobenzylidene)piperidine). Procedure: 1.8 g of 1-chloroethyl chloroformate in 5 ml of methylene chloride are added dropwise to 2.9 g of 1-benzyl-3-(4-cyanobenzylidene)piperidine in 20 ml of methylene chloride at 0° C. and the mixture is stirred at 0° C. for 30 minutes. After 20 minutes at ambient temperature, it is evaporated down, the residue is taken up in 20 ml of methanol and the mixture is reflux-heated for 30 minutes. The reaction solution is evaporated down, and the residue is triturated with 100 ml of ethyl acetate and sucti... The product is Cl.C(#N)C1=CC=C(C=C2CNCCC2)C=C1 (3-(4-cyanobenzylidene)piperidine hydrochloride). Run in C(Cl)Cl (methylene chloride), C(Cl)Cl (methylene chloride). Isolated yield 80.5%. Run at temperature 0 celsius, time 30 minute. Reactants: NC1=C(C(=O)NC)C=C(C=C1)F (2-amino-5-fluoro-N-methylbenzamide), FC1=C(C(=CC=C1)[N+](=O)[O-])OC (1-fluoro-2-methoxy-3-nitrobenzene), FC1=C(C(=CC=C1)[N+](=O)[O-])OC (1-fluoro-2-methoxy-3-nitrobenzene). Yields the product COC1=C(N)C=CC=C1F (2-methoxy-3-fluoroaniline). As a reaction SMILES: NC1C=CC(F)=CC=1C(NC)=O.[F:13][C:14]1[CH:19]=[CH:18][CH:17]=[C:16]([N+:20]([O-])=O)[C:15]=1[O:23][CH3:24]>>[CH3:24][O:23][C:15]1[C:14]([F:13])=[CH:19][CH:18]=[CH:17][C:16]=1[NH2:20]. Procedure: The title compound was prepared according to the procedure for Compound 102A (2-Amino-5-fluoro-N-methylbenzamide) with 1-fluoro-2-methoxy-3-nitrobenzene (Compound 147J). 1H NMR (CDCl3, 400 MHz): δ=3.92 (d, J=1.52 Hz, 3 H), 6.44-6.53 (m, 2 H), 6.80 (td, J=8.15, 5.68 Hz, 1 H). MS (ES+): m/z 142.07 [MH+] (TOF, polar). The reactants are ClB(Cl)Cl, CC#N, CC(Cl)Cl, Cl, CN1CCC(Nc2ccccc2)CC1, O. Yields the product CC(=O)c1ccccc1NC1CCN(C)CC1. Reaction SMILES: [B:1]([Cl:2])([Cl:3])[Cl:4].[CH3:19][C:20]#[N:21].[Cl:24][CH:25]([Cl:26])[CH3:27].[ClH:22].[NH:5]([c:6]1[cH:7][cH:8][cH:9][cH:10][cH:11]1)[CH:12]1[CH2:13][CH2:14][N:15]([CH3:18])[CH2:16][CH2:17]1.[OH2:23]>>[NH:5]([c:6]1[cH:7][cH:8][cH:9][cH:10][c:11]1[C:20]([CH3:19])=[O:23])[CH:12]1[CH2:13][CH2:14][N:15]([CH3:18])[CH2:16][CH2:17]1. Reaction SMILES: [C:1](=[O:2])([OH:3])[C:4]12[CH2:5][CH:6]3[CH2:7][CH:8]([CH2:9][CH:10]([CH2:11]1)[CH2:12]3)[CH2:13]2.[C:26]=[O:27].[CH3:29][C:30](=[O:31])[OH:32].[O:28].[OH:14][N:15]1[C:16](=[O:17])[c:18]2[cH:19][cH:20][cH:21][cH:22][c:23]2[C:24]1=[O:25]>>[C:1](=[O:2])([OH:3])[C:4]12[CH2:5][CH:6]3[CH2:7][CH:8]([CH2:9][C:10]([N+:15]([O-:14])=[O:27])([CH2:11]1)[CH2:12]3)[CH2:13]2. The reactants are O=C(O)C12CC3CC(CC(C3)C1)C2, C=O, CC(=O)O, O, O=C1c2ccccc2C(=O)N1O. Product: O=C(O)C12CC3CC(C1)CC([N+](=O)[O-])(C3)C2. The reactants are [OH-].[Na+] (sodium hydroxide), Cl (Hydrochloric acid), [N+](=O)([O-])C1=CC=C(C=C1)C=CC1=NC(=NC=C1)N (4-[2-(p-nitrophenyl)-ethenyl]-2-aminopyrimidine), C(C)O (ethanol). Reagents/catalysts: [Fe] (iron). Solvent: O (Water), C(Cl)(Cl)Cl (chloroform). Reaction conditions: temperature 65 celsius. Product: NC1=CC=C(C=C1)C=CC1=NC(=NC=C1)N (4-[2-(p-aminophenyl)-ethenyl]-2-aminopyrimidine). As a reaction SMILES: Cl.[N+:2]([C:5]1[CH:10]=[CH:9][C:8]([CH:11]=[CH:12][C:13]2[CH:18]=[CH:17][N:16]=[C:15]([NH2:19])[N:14]=2)=[CH:7][CH:6]=1)([O-])=O.C(O)C.[OH-].[Na+]>[Fe].C(Cl)(Cl)Cl.O>[NH2:2][C:5]1[CH:6]=[CH:7][C:8]([CH:11]=[CH:12][C:13]2[CH:18]=[CH:17][N:16]=[C:15]([NH2:19])[N:14]=2)=[CH:9][CH:10]=1 |f:3.4|. Procedure: Hydrochloric acid (100 ml of 4N) is added dropwise to a stirred mixture of 4-[2-(p-nitrophenyl)-ethenyl]-2-aminopyrimidine (21.8 g), ethanol (250 ml) and iron filing (22 g). During the addition the reaction temperature is increased to 65° C., and stirring is continued (2 hours) at 65° C. Water is added, followed by an aqueous 30% sodium hydroxide solution (200 ml) and chloroform (1 liter). The chloroform layer is then separated and dried over sodium sulfate. After evaporation and addition of eth... Starting materials: CCn1c2c(c3ccccc31)S(=O)(=O)N(C)C(C(=O)OC)=C2O, Nc1ccccc1, Cc1ccccc1C. Product: CCn1c2c(c3ccccc31)S(=O)(=O)N(C)C(C(=O)Nc1ccccc1)=C2O. As a reaction SMILES: [CH2:1]([CH3:2])[n:3]1[c:4]2[c:5]([c:6]3[cH:7][cH:8][cH:9][cH:10][c:11]13)[S:12](=[O:22])(=[O:23])[N:13]([CH3:21])[C:14]([C:17]([O:19][CH3:18])=[O:20])=[C:15]2[OH:16].[NH2:24][c:25]1[cH:26][cH:27][cH:28][cH:29][cH:30]1.[c:31]1([CH3:32])[c:33]([CH3:34])[cH:35][cH:36][cH:37][cH:38]1>>[CH2:1]([CH3:2])[n:3]1[c:4]2[c:5]([c:6]3[cH:7][cH:8][cH:9][cH:10][c:11]13)[S:12](=[O:22])(=[O:23])[N:13]([CH3:21])[C:14]([C:17](=[O:19])[NH:24][c:25]1[cH:26][cH:27][cH:28][cH:29][cH:30]1)=[C:15]2[OH:16]. Product: COc1ccc(CSC2CC(C(=O)N3CCNC(CO)C3)N(C(=O)OCc3ccc([N+](=O)[O-])cc3)C2)cc1. The reactants are COc1ccc(CSC2CC(C(=O)O)N(C(=O)OCc3ccc([N+](=O)[O-])cc3)C2)cc1, OCC1CNCCN1. As a reaction SMILES: [CH3:1][O:2][c:3]1[cH:4][cH:5][c:6]([CH2:7][S:8][CH:9]2[CH2:10][CH:11]([C:27](=[O:28])[OH:29])[N:12]([C:14](=[O:15])[O:16][CH2:17][c:18]3[cH:19][cH:20][c:21]([N+:24](=[O:25])[O-:26])[cH:22][cH:23]3)[CH2:13]2)[cH:30][cH:31]1.[OH:32][CH2:33][CH:34]1[NH:35][CH2:36][CH2:37][NH:38][CH2:39]1>>[CH3:1][O:2][c:3]1[cH:4][cH:5][c:6]([CH2:7][S:8][CH:9]2[CH2:10][CH:11]([C:27](=[O:29])[N:38]3[CH2:37][CH2:36][NH:35][CH:34]([CH2:33][OH:32])[CH2:39]3)[N:12]([C:14](=[O:15])[O:16][CH2:17][c:18]3[cH:19][cH:20][c:21]([N+:24](=[O:25])[O-:26])[cH:22][cH:23]3)[CH2:13]2)[cH:30][cH:31]1.